describe an organic reaction: reactants, conditions, products, and yield From a dataset of the Open Reaction Database (ORD), a public repository of structured organic reaction records. The reactants are N[C@H](CO)C(C)C ((S)-2-amino-3-methyl-1-butanol), CS(=O)(=O)Cl (methanesulfonyl chloride). Yields the product C(C)(C)[C@@H]1NS(CC1)(=O)=O ((R)-3-isopropylisothiazolidine 1,1-dioxide). Reaction SMILES: [NH2:1][C@@H:2]([CH:5]([CH3:7])[CH3:6])[CH2:3]O.[CH3:8][S:9](Cl)(=[O:11])=[O:10]>>[CH:5]([C@H:2]1[CH2:3][CH2:8][S:9](=[O:11])(=[O:10])[NH:1]1)([CH3:7])[CH3:6]. Procedure: Using (S)-2-amino-3-methyl-1-butanol (5.0 g) and methanesulfonyl chloride (7.7 mL) and by the reaction and treatment in the same manner as in Preparation Example 1, the title compound (1.55 g) was obtained. Starting materials: C(C1=CC=CC=C1)OC1=CC=C(C=C1C1=CC=C(C=C1)F)C(C(C)C)(O)C=1N=CN(C1)C(C1=CC=CC=C1)(C1=CC=CC=C1)C1=CC=CC=C1 (1-[6-benzyloxy-4′-fluoro[1,1′-biphenyl]-3-yl]-2-methyl-1-(1-trityl-1H-imidazol-4-yl)-1-propanol). The reagents and catalysts are [C].[Pd] (palladium carbon). Solvent: CO (methanol). Run at time 4 hour. Product: FC1=CC=C(C=C1)C=1C(=CC=C(C1)C(C(C)C)(C=1N=CNC1)O)O (4′-fluoro-5-[1-hydroxy-1-(1H-imidazol-4-yl)-2-methylpropyl][1,1′-biphenyl]-2-ol). Yield: 123.5%. As a reaction SMILES: C([O:8][C:9]1[C:14]([C:15]2[CH:20]=[CH:19][C:18]([F:21])=[CH:17][CH:16]=2)=[CH:13][C:12]([C:22]([C:27]2[N:28]=[CH:29][N:30](C(C3C=CC=CC=3)(C3C=CC=CC=3)C3C=CC=CC=3)[CH:31]=2)([OH:26])[CH:23]([CH3:25])[CH3:24])=[CH:11][CH:10]=1)C1C=CC=CC=1>CO.[C].[Pd]>[F:21][C:18]1[CH:19]=[CH:20][C:15]([C:14]2[C:9]([OH:8])=[CH:10][CH:11]=[C:12]([C:22]([OH:26])([C:27]3[N:28]=[CH:29][NH:30][CH:31]=3)[CH:23]([CH3:25])[CH3:24])[CH:13]=2)=[CH:16][CH:17]=1 |f:2.3|. Reported procedure: A suspension of 1-[6-benzyloxy-4′-fluoro[1,1′-biphenyl]-3-yl]-2-methyl-1-(1-trityl-1H-imidazol-4-yl)-1-propanol (647 mg) and 10% palladium carbon (647 mg) in methanol (15 ml) was stirred under a hydrogen atmosphere at room temperature for 4 h. The reaction mixture was filtered through Celite and the filtrate was concentrated. The residue was purified by silica gel chomatography (eluent; ethyl acetate→ethyl acetate:methanol=20:1). Recrystallization from ethyl acetate-hexane gave the title compoun... Reactants: ClC=1C2=C(N=CN1)C(=C(N2)C)C(=O)OCC (ethyl 4-chloro-6-methyl-5H-pyrrolo[3,2-d]pyrimidine-7-carboxylate), C1(CC1)COC1=C(C=C(C=C1)CC)B1OC(C(O1)(C)C)(C)C (2-(2-cyclopropylmethoxy-5-ethyl-phenyl)-4,4,5,5-tetramethyl-[1,3,2]dioxaborolane). Product: C1(CC1)COC1=C(C=C(C=C1)CC)C=1C2=C(N=CN1)C(=C(N2)C)C(=O)OCC (Ethyl 4-[2-(cyclopropylmethoxy)-5-ethylphenyl]-6-methyl-5H-pyrrolo[3,2-d]pyrimidine-7-carboxylate). Reaction SMILES: Cl[C:2]1[C:3]2[NH:10][C:9]([CH3:11])=[C:8]([C:12]([O:14][CH2:15][CH3:16])=[O:13])[C:4]=2[N:5]=[CH:6][N:7]=1.[CH:17]1([CH2:20][O:21][C:22]2[CH:27]=[CH:26][C:25]([CH2:28][CH3:29])=[CH:24][C:23]=2B2OC(C)(C)C(C)(C)O2)[CH2:19][CH2:18]1>>[CH:17]1([CH2:20][O:21][C:22]2[CH:23]=[CH:24][C:25]([CH2:28][CH3:29])=[CH:26][C:27]=2[C:2]2[C:3]3[NH:10][C:9]([CH3:11])=[C:8]([C:12]([O:14][CH2:15][CH3:16])=[O:13])[C:4]=3[N:5]=[CH:6][N:7]=2)[CH2:18][CH2:19]1. Procedure: Starting from ethyl 4-chloro-6-methyl-5H-pyrrolo[3,2-d]pyrimidine-7-carboxylate (example A4) and 2-(2-cyclopropylmethoxy-5-ethyl-phenyl)-4,4,5,5-tetramethyl-[1,3,2]dioxaborolane (example B.c14) the title compound is obtained as pale yellow solid. Reactants: C(C1=CC=CC=C1)=O (benzaldehyde), O.C1(=CC=C(C=C1)S(=O)(=O)O)C (p-toluenesulfonic acid monohydrate), COC1=C(CN)C=CC(=C1)OC (2,4-dimethoxybenzylamine). Solvent: C1=CC=CC=C1 (benzene). Run at time 2 hour. Yields the product C(C1=CC=CC=C1)=NCC1=C(C=C(C=C1)OC)OC (N-Benzylidene-2,4-dimethoxybenzylamine). As a reaction SMILES: [CH3:1][O:2][C:3]1[CH:10]=[C:9]([O:11][CH3:12])[CH:8]=[CH:7][C:4]=1[CH2:5][NH2:6].[CH:13](=O)[C:14]1[CH:19]=[CH:18][CH:17]=[CH:16][CH:15]=1.O.C1(C)C=CC(S(O)(=O)=O)=CC=1>C1C=CC=CC=1>[CH:13](=[N:6][CH2:5][C:4]1[CH:7]=[CH:8][C:9]([O:11][CH3:12])=[CH:10][C:3]=1[O:2][CH3:1])[C:14]1[CH:19]=[CH:18][CH:17]=[CH:16][CH:15]=1 |f:2.3|. Procedure details: 12.0 g of 2,4-dimethoxybenzylamine hydrochloride is added to 100 ml of 1N sodium hydroxide solution and the mixture is extracted with 125 ml of ethyl acetate. The organic layer is dried over anhydrous sodium sulfate and stripped of solvent to give 10.2 g of 2,4-dimethoxybenzylamine as an oil. This amine is dissolved in 150 ml of benzene; 6.47 g of benzaldehyde and 0.6 g of p-toluenesulfonic acid monohydrate are added. The mixture is heated under reflux removing water with a Dean-Stark separator ... Procedure details: In a similar manner to that described in Example 286, N-(5-fluoro-2-morpholinophenyl)cyanamide (2.2 g) in ethanol (10 ml) and a 33% ethanolic solution of dimethylamine (6 ml) was heated under reflux for 20 minutes to give 1,1-dimethyl-2-(5-fluoro-2-morpholinophenyl)guanidine (m.p. 137°-138° C.) which was recrystallised from hexane and converted into its fumarate salt (m.p. 222°-224° C.) which was recrystallised from methanol. Starting materials: FC=1C=CC(=C(C1)NC#N)N1CCOCC1 (N-(5-fluoro-2-morpholinophenyl)cyanamide), C(C)O (ethanol), ethanolic solution, CNC (dimethylamine). Product: CN(C(=NC1=C(C=CC(=C1)F)N1CCOCC1)N)C (1,1-dimethyl-2-(5-fluoro-2-morpholinophenyl)guanidine). Reaction SMILES: [F:1][C:2]1[CH:3]=[CH:4][C:5]([N:11]2[CH2:16][CH2:15]OCC2)=[C:6]([NH:8][C:9]#[N:10])[CH:7]=1.[CH3:17][NH:18][CH3:19].[CH2:20]([OH:22])[CH3:21]>>[CH3:17][N:18]([CH3:19])[C:9]([NH2:10])=[N:8][C:6]1[CH:7]=[C:2]([F:1])[CH:3]=[CH:4][C:5]=1[N:11]1[CH2:16][CH2:15][O:22][CH2:20][CH2:21]1.